This data is from the Open Reaction Database (ORD), a public repository of structured organic reaction records. The task is: describe an organic reaction: reactants, conditions, products, and yield The reactants are ClC1=CC(=C(C=C1Cl)S(=O)(=O)N(C)CCCl)C(F)(F)F (4,5-dichloro-N-(2-chloroethyl)-N-methyl-2-trifluoromethyl-benzenesulfonamide), FC1=CC2=C(NC(=N2)C2CCNCC2)C=C1 (4-(5-fluoro 1H benzimidazol-2-yl)piperidine). Product: ClC1=CC(=C(C=C1Cl)S(=O)(=O)N(C)CCN1CCC(CC1)C1=NC2=C(N1)C=CC(=C2)F)C(F)(F)F (4,5-Dichloro-N-(2-(4-(5-fluoro-1H-benzimidazol-2-yl)-piperidin-1-yl)-ethyl)-N-methyl-2-trifluoromethyl-benzenesulfonamide). Reaction SMILES: [Cl:1][C:2]1[C:7]([Cl:8])=[CH:6][C:5]([S:9]([N:12]([CH2:14][CH2:15]Cl)[CH3:13])(=[O:11])=[O:10])=[C:4]([C:17]([F:20])([F:19])[F:18])[CH:3]=1.[F:21][C:22]1[CH:36]=[CH:35][C:25]2[NH:26][C:27]([CH:29]3[CH2:34][CH2:33][NH:32][CH2:31][CH2:30]3)=[N:28][C:24]=2[CH:23]=1>>[Cl:1][C:2]1[C:7]([Cl:8])=[CH:6][C:5]([S:9]([N:12]([CH2:14][CH2:15][N:32]2[CH2:31][CH2:30][CH:29]([C:27]3[NH:26][C:25]4[CH:35]=[CH:36][C:22]([F:21])=[CH:23][C:24]=4[N:28]=3)[CH2:34][CH2:33]2)[CH3:13])(=[O:11])=[O:10])=[C:4]([C:17]([F:20])([F:19])[F:18])[CH:3]=1. Procedure details: The title compound was prepared using the procedure described in Example 1 using 4,5-dichloro-N-(2-chloroethyl)-N-methyl-2-trifluoromethyl-benzenesulfonamide (D12) and 4-(5-fluoro 1H benzimidazol-2-yl)piperidine (D17). MH+ 581/583/585.